Dataset: the Open Reaction Database (ORD), a public repository of structured organic reaction records. Task: describe an organic reaction: reactants, conditions, products, and yield The reactants are ClC1=CC=C2C(=N1)C=C(N2)C(=O)O (5-chloro-1H-pyrrolo[3,2-b]pyridine-2-carboxylic acid), C(=O)([O-])[O-].[Cs+].[Cs+] (Cs2CO3), O (water), BrCC1=CC(=CC=C1)F (α-bromo-3-fluorotoluene). Run in CN(C)C=O (DMF). Run at time 8 hour. Product: ClC1=CC=C2C(=N1)C=C(N2CC2=CC(=CC=C2)F)C(=O)OCC2=CC(=CC=C2)F (3-fluorobenzyl 5-chloro-1-(3-fluorobenzyl)-1H-pyrrolo[3,2-b]pyridine-2-carboxylate). RXN SMILES: [Cl:1][C:2]1[N:7]=[C:6]2[CH:8]=[C:9]([C:11](O)=O)[NH:10][C:5]2=[CH:4][CH:3]=1.[C:14]([O-:17])([O-])=O.[Cs+].[Cs+].Br[CH2:21][C:22]1[CH:27]=[CH:26][CH:25]=[C:24]([F:28])[CH:23]=1.[OH2:29]>CN(C=O)C>[Cl:1][C:2]1[N:7]=[C:6]2[CH:8]=[C:9]([C:11]([O:17][CH2:14][C:22]3[CH:27]=[CH:26][CH:25]=[C:24]([F:28])[CH:23]=3)=[O:29])[N:10]([CH2:21][C:22]3[CH:27]=[CH:26][CH:25]=[C:24]([F:28])[CH:23]=3)[C:5]2=[CH:4][CH:3]=1 |f:1.2.3|. Procedure: 5-Chloro-1H-pyrrolo[3,2-b]pyridine-2-carboxylic acid (0.20 g, 1.0 mmol, from Example 99, Step 1) in DMF (4 mL) was treated with Cs2CO3 (1.3 g, 4.1 mmol, Aldrich) and after 10 minutes, α-bromo-3-fluorotoluene (0.25 mL, 2.0 mmol, Aldrich) was added. After stirring overnight, water was added and the product was extracted with three portions of EtOAc. The combined organic extracts were washed with water and brine, dried over sodium sulfate, filtered and concentrated. Flash chromatography, eluting wi... Starting materials: CCCCBr, CCCCCC, CN1C(=O)CSC1c1cccnc1, CC(C)NC(C)C, [I-], [Na+], O=P([O-])([O-])[O-], C1CCOC1. Yields the product CCCCC1SC(c2cccnc2)N(C)C1=O. RXN SMILES: [Br:21][CH2:22][CH2:23][CH2:24][CH3:25].[CH3:33][CH2:34][CH2:35][CH2:36][CH2:37][CH3:38].[CH3:8][N:9]1[CH:10]([c:15]2[cH:16][n:17][cH:18][cH:19][cH:20]2)[S:11][CH2:12][C:13]1=[O:14].[CH:1]([NH:2][CH:3]([CH3:4])[CH3:5])([CH3:6])[CH3:7].[I-:27].[Na+:26].[O-:28][P:29](=[O:30])([O-:31])[O-:32].[O:39]1[CH2:40][CH2:41][CH2:42][CH2:43]1>>[CH3:8][N:9]1[CH:10]([c:15]2[cH:16][n:17][cH:18][cH:19][cH:20]2)[S:11][CH:12]([CH2:22][CH2:23][CH2:24][CH3:25])[C:13]1=[O:14]. Reactants: CS(=O)(=O)OCCOc1ccc(-c2ccc(C(=O)OCc3ccccc3)cc2)cc1, CCOC(C)=O, CN(C)C=O, NCC(O)c1ccc(O)c(NC=O)c1, O. Yields the product O=CNc1cc(C(O)CNCCOc2ccc(-c3ccc(C(=O)OCc4ccccc4)cc3)cc2)ccc1O. RXN SMILES: [CH3:1][S:2]([O:3][CH2:6][CH2:7][O:8][c:9]1[cH:10][cH:11][c:12](-[c:15]2[cH:16][cH:17][c:18]([C:21](=[O:22])[O:23][CH2:24][c:25]3[cH:26][cH:27][cH:28][cH:29][cH:30]3)[cH:19][cH:20]2)[cH:13][cH:14]1)(=[O:4])=[O:5].[CH3:46][CH2:47][O:48][C:49](=[O:50])[CH3:51].[CH3:52][N:53]([CH3:54])[CH:55]=[O:56].[NH2:31][CH2:32][CH:33]([OH:34])[c:35]1[cH:36][cH:37][c:38]([OH:44])[c:39]([NH:41][CH:42]=[O:43])[cH:40]1.[OH2:45]>>[CH2:6]([CH2:7][O:8][c:9]1[cH:10][cH:11][c:12](-[c:15]2[cH:16][cH:17][c:18]([C:21](=[O:22])[O:23][CH2:24][c:25]3[cH:26][cH:27][cH:28][cH:29][cH:30]3)[cH:19][cH:20]2)[cH:13][cH:14]1)[NH:31][CH2:32][CH:33]([OH:34])[c:35]1[cH:36][cH:37][c:38]([OH:44])[c:39]([NH:41][CH:42]=[O:43])[cH:40]1.